This data is from the Open Reaction Database (ORD), a public repository of structured organic reaction records. The task is: describe an organic reaction: reactants, conditions, products, and yield Starting materials: COc1ccc(C(C)(C)C)cc1C#N, CCO, Cl, NO, [Na+], [Na+], O=C([O-])[O-], O. Product: COc1ccc(C(C)(C)C)cc1C(N)=NO. RXN SMILES: [C:10]([CH3:11])([CH3:12])([CH3:13])[c:14]1[cH:15][cH:16][c:17]([O:22][CH3:23])[c:18]([C:19]#[N:20])[cH:21]1.[CH3:25][CH2:26][OH:27].[ClH:7].[NH2:8][OH:9].[Na+:1].[Na+:2].[O-:3][C:4](=[O:5])[O-:6].[OH2:24]>>[N:8]([OH:9])=[C:19]([c:18]1[c:17]([O:22][CH3:23])[cH:16][cH:15][c:14]([C:10]([CH3:11])([CH3:12])[CH3:13])[cH:21]1)[NH2:20]. Reactants: C1(CCCCC1)N=C=NC1CCCCC1 (Dicyclohexylcarbodiimide), C1(=CC=CC=C1)COC1=CC=C(C(=O)NCC(=O)O)C=C1 (N-(4-(phenylmethoxy)benzoyl)glycine), FC1=C(C(=C(C(=C1O)F)F)F)F (Pentafluorophenol). Solvent: O1CCCC1 (tetrahydrofuran). Conditions: temperature 0 celsius, time 17 hour. Product: FC1=C(C(=C(C(=C1OC(CNC(C1=CC=C(C=C1)OCC1=CC=CC=C1)=O)=O)F)F)F)F (N-(4-(phenylmethoxy)benzoyl)glycine pentafluorophenyl ester). Yield: 95.0%. RXN SMILES: C1(N=C=NC2CCCCC2)CCCCC1.[C:16]1([CH2:22][O:23][C:24]2[CH:36]=[CH:35][C:27]([C:28]([NH:30][CH2:31][C:32]([OH:34])=[O:33])=[O:29])=[CH:26][CH:25]=2)[CH:21]=[CH:20][CH:19]=[CH:18][CH:17]=1.[F:37][C:38]1[C:43](O)=[C:42]([F:45])[C:41]([F:46])=[C:40]([F:47])[C:39]=1[F:48]>O1CCCC1>[F:37][C:38]1[C:43]([O:33][C:32](=[O:34])[CH2:31][NH:30][C:28](=[O:29])[C:27]2[CH:35]=[CH:36][C:24]([O:23][CH2:22][C:16]3[CH:17]=[CH:18][CH:19]=[CH:20][CH:21]=3)=[CH:25][CH:26]=2)=[C:42]([F:45])[C:41]([F:46])=[C:40]([F:47])[C:39]=1[F:48]. Procedure details: N-(4-(Phenylmethoxy)benzoyl)glycine pentafluorophenyl ester. N-(4-(Phenyl-methoxy)benzoyl)glycine methyl ester (14.75 g, 49.2 mmol) was boiled under reflux with methanolic sodium hydroxide (1M) (80 mL) for 2 h. The solvent was evaporated under reduced pressure. The residue was dissolved in water and was acidified by addition of aqueous hydrochloric acid. The suspension was extracted with ethyl acetate. The extract was washed with saturated brine and was dried with anhydrous magnesium sulphate. T... The reactants are COc1ccc(O)cc1, CC(C)C(=O)Nc1cccc(C2CCN(CCCCC(O)c3ccccc3)CC2)c1. Product: COc1ccc(OC(CCCCN2CCC(c3cccc(NC(=O)C(C)C)c3)CC2)c2ccccc2)cc1. RXN SMILES: [CH3:1][O:2][c:3]1[cH:4][cH:5][c:6]([OH:9])[cH:7][cH:8]1.[OH:10][CH:11]([CH2:12][CH2:13][CH2:14][CH2:15][N:16]1[CH2:17][CH2:18][CH:19]([c:22]2[cH:23][c:24]([NH:28][C:29]([CH:30]([CH3:31])[CH3:32])=[O:33])[cH:25][cH:26][cH:27]2)[CH2:20][CH2:21]1)[c:34]1[cH:35][cH:36][cH:37][cH:38][cH:39]1>>[CH3:1][O:2][c:3]1[cH:4][cH:5][c:6]([O:9][CH:11]([CH2:12][CH2:13][CH2:14][CH2:15][N:16]2[CH2:17][CH2:18][CH:19]([c:22]3[cH:23][c:24]([NH:28][C:29]([CH:30]([CH3:31])[CH3:32])=[O:33])[cH:25][cH:26][cH:27]3)[CH2:20][CH2:21]2)[c:34]2[cH:35][cH:36][cH:37][cH:38][cH:39]2)[cH:7][cH:8]1. The reactants are ClCCl, COc1c(C)c(Cc2ccc(-c3ccncc3)c(C(=O)O)c2)c(OC)c(OC)c1OC, CN(C)c1ccncc1, NC1CC1. Yields the product COc1c(C)c(Cc2ccc(-c3ccncc3)c(C(=O)NC3CC3)c2)c(OC)c(OC)c1OC. RXN SMILES: [CH2:36]([Cl:37])[Cl:38].[CH3:1][O:2][c:3]1[c:4]([CH3:31])[c:5]([CH2:6][c:7]2[cH:8][cH:9][c:10](-[c:16]3[cH:17][cH:18][n:19][cH:20][cH:21]3)[c:11]([C:12](=[O:13])[OH:14])[cH:15]2)[c:22]([O:29][CH3:30])[c:23]([O:27][CH3:28])[c:24]1[O:25][CH3:26].[CH3:39][N:40]([CH3:41])[c:42]1[cH:43][cH:44][n:45][cH:46][cH:47]1.[CH:32]1([NH2:35])[CH2:33][CH2:34]1>>[CH3:1][O:2][c:3]1[c:4]([CH3:31])[c:5]([CH2:6][c:7]2[cH:8][cH:9][c:10](-[c:16]3[cH:17][cH:18][n:19][cH:20][cH:21]3)[c:11]([C:12](=[O:13])[NH:35][CH:32]3[CH2:33][CH2:34]3)[cH:15]2)[c:22]([O:29][CH3:30])[c:23]([O:27][CH3:28])[c:24]1[O:25][CH3:26]. Reactants: CC(=O)[O-], CCOC(=O)C=CCC(=O)OCC, Ic1ccccc1, [Na+], CC(=O)[O-], CC(=O)[O-], [Pd+2]. Product: CCOC(=O)C=C(CC(=O)OCC)c1ccccc1. RXN SMILES: [C:21]([O-:22])(=[O:23])[CH3:24].[CH2:8]([CH3:9])[O:10][C:11]([CH:12]=[CH:13][CH2:14][C:15](=[O:16])[O:17][CH2:18][CH3:19])=[O:20].[I:1][c:2]1[cH:3][cH:4][cH:5][cH:6][cH:7]1.[Na+:25].[O-:27][C:28]([CH3:29])=[O:30].[O-:31][C:32]([CH3:33])=[O:34].[Pd+2:26]>>[c:2]1([C:13]([CH2:12][C:11]([O:10][CH2:8][CH3:9])=[O:20])=[CH:14][C:15](=[O:16])[O:17][CH2:18][CH3:19])[cH:3][cH:4][cH:5][cH:6][cH:7]1. Starting materials: CCI, CCOC(C)=O, COC(=O)c1ccc(-c2cc(OC)ccc2F)c(CO)c1, [H-], [Na+], CN(C)C=O. The product is CCOCc1cc(C(=O)OC)ccc1-c1cc(OC)ccc1F. Reaction SMILES: [CH2:24]([CH3:25])[I:26].[CH3:32][CH2:33][O:34][C:35]([CH3:36])=[O:37].[F:1][c:2]1[c:3](-[c:10]2[c:11]([CH2:20][OH:21])[cH:12][c:13]([C:16](=[O:17])[O:18][CH3:19])[cH:14][cH:15]2)[cH:4][c:5]([O:8][CH3:9])[cH:6][cH:7]1.[H-:23].[Na+:22].[O:27]=[CH:28][N:29]([CH3:30])[CH3:31]>>[F:1][c:2]1[c:3](-[c:10]2[c:11]([CH2:20][O:21][CH2:24][CH3:25])[cH:12][c:13]([C:16](=[O:17])[O:18][CH3:19])[cH:14][cH:15]2)[cH:4][c:5]([O:8][CH3:9])[cH:6][cH:7]1. The reactants are NCCN(C(OC(C)(C)C)=O)C (tert-Butyl 2-aminoethyl(methyl)carbamate), ClC1=NC(=NC=C1)N (4-chloropyrimidin-2-amine). Product: NC1=NC=CC(=N1)NCCN(C(OC(C)(C)C)=O)C (tert-butyl 2-[(2-aminopyrimidin-4-yl)amino]ethyl(methyl)carbamate). As a reaction SMILES: [NH2:1][CH2:2][CH2:3][N:4]([CH3:12])[C:5](=[O:11])[O:6][C:7]([CH3:10])([CH3:9])[CH3:8].Cl[C:14]1[CH:19]=[CH:18][N:17]=[C:16]([NH2:20])[N:15]=1>>[NH2:20][C:16]1[N:17]=[C:18]([NH:1][CH2:2][CH2:3][N:4]([CH3:12])[C:5](=[O:11])[O:6][C:7]([CH3:8])([CH3:9])[CH3:10])[CH:19]=[CH:14][N:15]=1. Reported procedure: tert-Butyl 2-aminoethyl(methyl)carbamate (337 mg, 1.93 mmol) and 4-chloropyrimidin-2-amine (260 mg, 2.01 mmol) were combined under the conditions described in Example 1D to afford tert-butyl 2-[(2-aminopyrimidin-4-yl)amino]ethyl(methyl)carbamate. MS (M+H)+ m/z 268.3. The intermediate was treated under the conditions of Example 1E to afford the title compound. MS (ESI+) m/z 167.9 (M+H)+. Reactants: C(C)(=S)N (thioacetamide), C(C1=CC=CC=C1)Cl (benzyl chloride), C(C)(=S)N (thioacetamide). Solvent: C(Cl)(Cl)Cl (chloroform). Run at time 8 hour. Product: Cl.C(C1=CC=CC=C1)SC(C)=N (S-benzylthioacetimidate hydrochloride). Yield: 63.3%. As a reaction SMILES: [C:1]([NH2:4])(=[S:3])[CH3:2].[CH2:5]([Cl:12])[C:6]1[CH:11]=[CH:10][CH:9]=[CH:8][CH:7]=1>C(Cl)(Cl)Cl>[ClH:12].[CH2:5]([S:3][C:1](=[NH:4])[CH3:2])[C:6]1[CH:11]=[CH:10][CH:9]=[CH:8][CH:7]=1 |f:3.4|. Procedure: A mixture of thioacetamide (15.0 g, 0.20 mol) and benzyl chloride (25.3 g, 0.20 mol) in chloroform (75 ml) was heated under reflux for 90 minutes (the thioacetamide required ˜40 minutes to go into solution). The reaction mixture was then allowed to cool to room temperature and was then stood at 0° C. overnight, when colourless crystals formed as a layer on the surface. The product was filtered off, washed with cold 10% ether-chloroform and sucked dry to give the title compound (25.55 g) as colou...